Dataset: the Open Reaction Database (ORD), a public repository of structured organic reaction records. Task: describe an organic reaction: reactants, conditions, products, and yield Reactants: compound, CC(C(=O)OC(C(C)C)Cl)(C)C (2,2-dimethylpropanoic acid, 1-chloro-2-methylpropyl ester), C([O-])([O-])=O.[K+].[K+] (potassium carbonate), [I-].[K+] (potassium iodide), C1COCCOCCOCCOCCOCCO1 (18-crown-6), C1(CC1)C1=NC2=CC=CC=C2C(=C1OC1=CC=C(C=C1)C1=C(C=CC=C1)C=1N=NNN1)C(=O)OC(C(C)C)OC(CC)=O (2-Cyclopropyl-3-[[2'-(2H-tetrazol-5-yl)[1,1'-biphenyl]-4-yl]oxy]-4-quinolinecarboxylic acid, 2-methyl-1-(1-oxopropoxy)propyl ester), C1(CC1)C1=NC2=CC=CC=C2C(=C1OC1=CC=C(C=C1)C1=C(C=CC=C1)C=1N=NN(N1)C(C1=CC=CC=C1)(C1=CC=CC=C1)C1=CC=CC=C1)C(=O)O (2-cyclopropyl-3-[[2'-[2-(triphenylmethyl)-2H-tetrazol-5-yl][1,1'-biphenyl]-4-yl]oxy]-4-quinolinecarboxylic acid). The solvent is CN(C=O)C (dimethylformamide), C(C)(=O)OCC (ethyl acetate). Product: C1(CC1)C1=NC2=CC=CC=C2C(=C1OC1=CC=C(C=C1)C1=C(C=CC=C1)C=1N=NN(N1)C(C1=CC=CC=C1)(C1=CC=CC=C1)C1=CC=CC=C1)C(=O)OC(C(C)C)OC(C(C)(C)C)=O (2-Cyclopropyl-3-[[2'-[2-(triphenylmethyl)-2H-tetrazol-5-yl][1,1'-biphenyl]-4-yl]oxy]-4-quinolinecarboxylic acid, 2-methyl-1-(2,2-dimethyl-1-oxopropoxy)propyl ester). The yield is 72.3%. Reaction SMILES: C1(C2C(OC3C=CC(C4C=CC=CC=4C4N=NNN=4)=CC=3)=C(C(OC(OC(=O)CC)C(C)C)=O)C3C(=CC=CC=3)N=2)CC1.[CH:44]1([C:47]2[C:56]([O:57][C:58]3[CH:63]=[CH:62][C:61]([C:64]4[CH:69]=[CH:68][CH:67]=[CH:66][C:65]=4[C:70]4[N:71]=[N:72][N:73]([C:75]([C:88]5[CH:93]=[CH:92][CH:91]=[CH:90][CH:89]=5)([C:82]5[CH:87]=[CH:86][CH:85]=[CH:84][CH:83]=5)[C:76]5[CH:81]=[CH:80][CH:79]=[CH:78][CH:77]=5)[N:74]=4)=[CH:60][CH:59]=3)=[C:55]([C:94]([OH:96])=[O:95])[C:54]3[C:49](=[CH:50][CH:51]=[CH:52][CH:53]=3)[N:48]=2)[CH2:46][CH2:45]1.[CH3:97][C:98]([CH3:108])([CH3:107])[C:99]([O:101][CH:102](Cl)[CH:103]([CH3:105])[CH3:104])=[O:100].C(=O)([O-])[O-].[K+].[K+].[I-].[K+].C1OCCOCCOCCOCCOCCOC1>CN(C)C=O.C(OCC)(=O)C>[CH:44]1([C:47]2[C:56]([O:57][C:58]3[CH:59]=[CH:60][C:61]([C:64]4[CH:69]=[CH:68][CH:67]=[CH:66][C:65]=4[C:70]4[N:71]=[N:72][N:73]([C:75]([C:88]5[CH:89]=[CH:90][CH:91]=[CH:92][CH:93]=5)([C:76]5[CH:81]=[CH:80][CH:79]=[CH:78][CH:77]=5)[C:82]5[CH:83]=[CH:84][CH:85]=[CH:86][CH:87]=5)[N:74]=4)=[CH:62][CH:63]=3)=[C:55]([C:94]([O:96][CH:102]([O:101][C:99](=[O:100])[C:98]([CH3:97])([CH3:108])[CH3:107])[CH:103]([CH3:105])[CH3:104])=[O:95])[C:54]3[C:49](=[CH:50][CH:51]=[CH:52][CH:53]=3)[N:48]=2)[CH2:45][CH2:46]1 |f:3.4.5,6.7|. Reported procedure: A mixture of the title A compound of Example 28, 2-cyclopropyl-3-[[2'-[2-(triphenylmethyl)-2H-tetrazol-5-yl][1,1'-biphenyl]-4-yl]oxy]-4-quinolinecarboxylic acid (1.55 mmol), the title B compound of Example 16, 2,2-dimethylpropanoic acid, 1-chloro-2-methylpropyl ester (1.09 g, 6.65 mmol), potassium carbonate (521 mg, 3.77 mmol), potassium iodide (375 mg, 2.26 mmol), and 18-crown-6 (100 mg, 0.378 mmol) in dimethylformamide (3.7 mL) was heated at 90° C. for 2.5 hours. After cooling to room temperat... Reactants: Cl.N1(N=NC=C1)CC(=O)O (2-(1H-1,2,3-triazol-1-yl)acetic acid hydrochloride), N[C@H](C(=O)NC1=CC=C(C=C1)OC1=CC=C(C=C1)F)COCC1=CC=CC=C1 ((S)-2-amino-3-(benzyloxy)-N-(4-(4-fluorophenoxy)phenyl)propanamide). Product: Compound 174, N1(N=NC=C1)CC(=O)N[C@H](C(=O)NC1=CC=C(C=C1)OC1=CC=C(C=C1)F)COCC1=CC=CC=C1 ((S)-2-(2-(1H-1,2,3-triazol-1-yl)acetamido)-3-(benzyloxy)-N-(4-(4-fluorophenoxy)phenyl)propanamide). Isolated yield 7.0%. RXN SMILES: Cl.[N:2]1([CH2:7][C:8]([OH:10])=O)[CH:6]=[CH:5][N:4]=[N:3]1.[NH2:11][C@@H:12]([CH2:30][O:31][CH2:32][C:33]1[CH:38]=[CH:37][CH:36]=[CH:35][CH:34]=1)[C:13]([NH:15][C:16]1[CH:21]=[CH:20][C:19]([O:22][C:23]2[CH:28]=[CH:27][C:26]([F:29])=[CH:25][CH:24]=2)=[CH:18][CH:17]=1)=[O:14]>>[N:2]1([CH2:7][C:8]([NH:11][C@@H:12]([CH2:30][O:31][CH2:32][C:33]2[CH:34]=[CH:35][CH:36]=[CH:37][CH:38]=2)[C:13]([NH:15][C:16]2[CH:17]=[CH:18][C:19]([O:22][C:23]3[CH:28]=[CH:27][C:26]([F:29])=[CH:25][CH:24]=3)=[CH:20][CH:21]=2)=[O:14])=[O:10])[CH:6]=[CH:5][N:4]=[N:3]1 |f:0.1|. Procedure: Proceeding as in Example 1, but substituting 2-(1H-1,2,3-triazol-1-yl)acetic acid hydrochloride and (S)-2-amino-3-(benzyloxy)-N-(4-(4-fluorophenoxy)phenyl)propanamide, gave Compound 174, (S)-2-(2-(1H-1,2,3-triazol-1-yl)acetamido)-3-(benzyloxy)-N-(4-(4-fluorophenoxy)phenyl)propanamide (17.6 mg, 7%). 1H-NMR (400 MHz, CDCl3): σ 8.37 (s, 1H), 7.80 (s, 1H), 7.74 (s, 1H), 7.38-7.29 (m, 6H), 7.02 (t, 2H), 6.96-6.91 (m, 4H), 6.85 (d, 1H), 5.19-5.11 (m, 2H), 4.70-4.65 (m, 1H), 4.64 (d, 1H), 4.55 (d, 1H),... Starting materials: CC(C)(C)NC(=O)n1nc(NCC(=O)NC2CNC2)c2cc(C(F)(F)F)ccc21, N#CC1CCC(=O)CC1. The product is CC(C)(C)NC(=O)n1nc(NCC(=O)NC2CN(C3CCC(C#N)CC3)C2)c2cc(C(F)(F)F)ccc21. As a reaction SMILES: [C:1]([CH3:2])([CH3:3])([CH3:4])[NH:5][C:6](=[O:7])[n:8]1[n:9][c:10]([NH:21][CH2:22][C:23]([NH:24][CH:25]2[CH2:26][NH:27][CH2:28]2)=[O:29])[c:11]2[cH:12][c:13]([C:17]([F:18])([F:19])[F:20])[cH:14][cH:15][c:16]12.[C:30](#[N:31])[CH:32]1[CH2:33][CH2:34][C:35](=[O:38])[CH2:36][CH2:37]1>>[C:1]([CH3:2])([CH3:3])([CH3:4])[NH:5][C:6](=[O:7])[n:8]1[n:9][c:10]([NH:21][CH2:22][C:23]([NH:24][CH:25]2[CH2:26][N:27]([CH:35]3[CH2:34][CH2:33][CH:32]([C:30]#[N:31])[CH2:37][CH2:36]3)[CH2:28]2)=[O:29])[c:11]2[cH:12][c:13]([C:17]([F:18])([F:19])[F:20])[cH:14][cH:15][c:16]12. Reactants: CO, Cl, CC(C)(C)OC(=O)N1CCC(C)(C(=O)Nc2cccc(-c3nnn[nH]3)c2)CC1. Product: Cl, CC1(C(=O)Nc2cccc(-c3nnn[nH]3)c2)CCNCC1. Reaction SMILES: [CH3:30][OH:31].[ClH:29].[nH:1]1[n:2][n:3][n:4][c:5]1-[c:6]1[cH:7][c:8]([NH:12][C:13](=[O:14])[C:15]2([CH3:28])[CH2:16][CH2:17][N:18]([C:21]([O:22][C:23]([CH3:24])([CH3:25])[CH3:26])=[O:27])[CH2:19][CH2:20]2)[cH:9][cH:10][cH:11]1>>[ClH:29].[n:1]1[n:2][n:3][nH:4][c:5]1-[c:6]1[cH:7][c:8]([NH:12][C:13](=[O:14])[C:15]2([CH3:28])[CH2:16][CH2:17][NH:18][CH2:19][CH2:20]2)[cH:9][cH:10][cH:11]1.